Dataset: the Open Reaction Database (ORD), a public repository of structured organic reaction records. Task: describe an organic reaction: reactants, conditions, products, and yield Reactants: OC1CCC2(CCN(C2=O)C2=CC=C(C=C2)O[C@@H](C(F)(F)F)C)CC1 (8-hydroxy-2-[4-((R)-2,2,2-trifluoro-1-methyl-ethoxy)-phenyl]-2-aza-spiro[4.5]decan-1-one), CC1(CCCC(N1[O])(C)C)C (2,2,6,6-tetramethylpiperidine-1-oxyl), [Br-].[K+] (potassium bromide), ice water, C([O-])(O)=O.[Na+] (sodium bicarbonate), Cl[O-].[Na+] (sodiumhypochlorite), Cl[O-].[Na+] (sodiumhypochlorite). The reagents and catalysts are CC1(CCCC(N1[O])(C)C)C (TEMPO). Solvent: C(Cl)Cl (CH2Cl2), O (water). Reaction conditions: time 1.5 hour. Yields the product FC([C@H](OC1=CC=C(C=C1)N1C(C2(CC1)CCC(CC2)=O)=O)C)(F)F (2-[4-((R)-2,2,2-trifluoro-1-methyl-ethoxy)-phenyl]-2-aza-spiro[4.5]decane-1,8-dione). The yield is 95.0%. As a reaction SMILES: [OH:1][CH:2]1[CH2:25][CH2:24][C:5]2([C:9](=[O:10])[N:8]([C:11]3[CH:16]=[CH:15][C:14]([O:17][C@H:18]([CH3:23])[C:19]([F:22])([F:21])[F:20])=[CH:13][CH:12]=3)[CH2:7][CH2:6]2)[CH2:4][CH2:3]1.CC1(C)N([O])C(C)(C)CCC1.[Br-].[K+].Cl[O-].[Na+].C(=O)(O)[O-].[Na+]>C(Cl)Cl.O.CC1(C)N([O])C(C)(C)CCC1>[F:22][C:19]([F:20])([F:21])[C@@H:18]([CH3:23])[O:17][C:14]1[CH:15]=[CH:16][C:11]([N:8]2[CH2:7][CH2:6][C:5]3([CH2:4][CH2:3][C:2](=[O:1])[CH2:25][CH2:24]3)[C:9]2=[O:10])=[CH:12][CH:13]=1 |f:2.3,4.5,6.7,^1:29,54|. Procedure: To a solution of 8-hydroxy-2-[4-((R)-2,2,2-trifluoro-1-methyl-ethoxy)-phenyl]-2-aza-spiro[4.5]decan-1-one (5.79 g) and 2,2,6,6-tetramethylpiperidine-1-oxyl radical (TEMPO) (506 mg) in CH2Cl2 (85 mL) was added a solution of potassium bromide (482 mg) in water (16 mL). Then, sodiumhypochlorite (13%, 42.5 mL) was added dropwise over a period of 10 minutes followed by sodium bicarbonate (NaHCO3) (4.08 g). The mixture was stirred for 1.5 hours at RT. TLC showed a remainder of starting material. More ... The reactants are C(C)(C)(C)OC(NC1(CC1)C1=CC(=NC=C1)S(=O)(=O)C)=O ([1-(2-methanesulfonyl-pyridin-4-yl)-cyclopropyl]-carbamic acid tert-butyl ester), Cl (HCl), O1CCOCC1 (dioxane). Run in CO (methanol). Run at time 8 hour. Product: Cl.CS(=O)(=O)C1=NC=CC(=C1)C1(CC1)N (1-(2-Methanesulfonyl-pyridin-4-yl)-cyclopropylamine hydrochloride salt). Reaction SMILES: C(OC(=O)[NH:7][C:8]1([C:11]2[CH:16]=[CH:15][N:14]=[C:13]([S:17]([CH3:20])(=[O:19])=[O:18])[CH:12]=2)[CH2:10][CH2:9]1)(C)(C)C.[ClH:22].O1CCOCC1>CO>[ClH:22].[CH3:20][S:17]([C:13]1[CH:12]=[C:11]([C:8]2([NH2:7])[CH2:10][CH2:9]2)[CH:16]=[CH:15][N:14]=1)(=[O:19])=[O:18] |f:4.5|. Procedure: To a solution of [1-(2-methanesulfonyl-pyridin-4-yl)-cyclopropyl]-carbamic acid tert-butyl ester (606 mg, 1.94 mmol) in methanol (10 mL) is added a solution of 4 N HCl in dioxane (2 mL, 8 mmol). The mixture stirred overnight and is then concentrated and the residue is triturated with ether-ethanol. The solid is collected by filtration to afford the title compound. Starting materials: O=C([O-])[O-], C1CCNCC1, COc1ccc(-c2sc3cc(OC)ccc3c2C(=O)c2ccc(C#CCOS(C)(=O)=O)cc2)cc1, CN(C)C=O, CCOC(C)=O, [Cs+], [Cs+]. The product is COc1ccc(-c2sc3cc(OC)ccc3c2C(=O)c2ccc(C#CCN3CCCCC3)cc2)cc1. As a reaction SMILES: [C:36](=[O:37])([O-:38])[O-:39].[CH2:42]1[CH2:43][CH2:44][NH:45][CH2:46][CH2:47]1.[CH3:1][O:2][c:3]1[cH:4][cH:5][c:6]2[c:7]([s:8][c:9](-[c:27]3[cH:28][cH:29][c:30]([O:33][CH3:34])[cH:31][cH:32]3)[c:10]2[C:11](=[O:12])[c:13]2[cH:14][cH:15][c:16]([C:19]#[C:20][CH2:21][O:22][S:23]([CH3:24])(=[O:25])=[O:26])[cH:17][cH:18]2)[cH:35]1.[CH3:48][N:49]([CH3:50])[CH:51]=[O:52].[CH3:53][CH2:54][O:55][C:56](=[O:57])[CH3:58].[Cs+:40].[Cs+:41]>>[CH3:1][O:2][c:3]1[cH:4][cH:5][c:6]2[c:7]([s:8][c:9](-[c:27]3[cH:28][cH:29][c:30]([O:33][CH3:34])[cH:31][cH:32]3)[c:10]2[C:11](=[O:12])[c:13]2[cH:14][cH:15][c:16]([C:19]#[C:20][CH2:21][N:45]3[CH2:44][CH2:43][CH2:42][CH2:47][CH2:46]3)[cH:17][cH:18]2)[cH:35]1. The reactants are C(=O)[O-].[NH4+] (ammonium formate), [N+](=O)([O-])C=1C=C2NC(C(N(C2=CC1)CP(O)(=O)O)=O)=O (1-(6-nitro-2,3-dioxo-1,2,3,4-tetrahydroquinoxalin-1-yl)methanephosphonic acid), O (water). The reagents and catalysts are [Pd] (Pd/C). The solvent is CO (methanol). The product is NC=1C=C2NC(C(N(C2=CC1)CP(O)(=O)O)=O)=O (1-(6-amino-2,3-dioxo-1,2,3,4-tetrahydroquinoxalin-1-yl)methanephosphonic acid). The yield is 74.0%. RXN SMILES: [N+:1]([C:4]1[CH:5]=[C:6]2[C:11](=[CH:12][CH:13]=1)[N:10]([CH2:14][P:15]([OH:18])(=[O:17])[OH:16])[C:9](=[O:19])[C:8](=[O:20])[NH:7]2)([O-])=O.C([O-])=O.[NH4+].O>CO.[Pd]>[NH2:1][C:4]1[CH:5]=[C:6]2[C:11](=[CH:12][CH:13]=1)[N:10]([CH2:14][P:15]([OH:18])(=[O:16])[OH:17])[C:9](=[O:19])[C:8](=[O:20])[NH:7]2 |f:1.2|. Procedure: 300 mg of 1-(6-nitro-2,3-dioxo-1,2,3,4-tetrahydroquinoxalin-1-yl)methanephosphonic acid is dissolved in 60 mg of methanol and combined under nitrogen in succession with 50 mg of Pd/C (10%), 300 mg of ammonium formate, and 18 ml of water, and heated for one hour to 80° C. After cooling, the mixture is filtered off from the catalyst, the filtrate is concentrated by evaporation, and the residue is freeze-dried, thus obtaining 200 mg of 1-(6-amino-2,3-dioxo-1,2,3,4-tetrahydroquinoxalin-1-yl)methanep... Reactants: COC(CN(CC(=O)OC)C1=CC(=C(C=C1)OCCCCCCCCCCCCOC1=CC=CC=C1)OCCOCCOCCOCC)=O (N-[3-[2-[2-(2-ethoxyethoxy)ethoxy]ethoxy]-4-[(12-phenoxydodecyl)oxy]phenyl]-N-(2-methoxy-2-oxoethyl)glycine methyl ester), COC(CN(CC(=O)OC)C1=CC(=CC(=C1)OCCCCCCCCCCCCOC1=CC=CC=C1)O)=O (N-[3-hydroxy-5[(12-phenoxydodecyl)oxy]phenyl]-N-(2-methoxy-2-oxoethyl)glycine methyl ester), C(C)OCCOCCOCCBr (2-[2-(2-ethoxyethoxy)ethoxy]ethyl bromide), C([O-])([O-])=O.[K+].[K+] (potassium carbonate), [I-].[Na+] (sodium iodide). The solvent is CC(=O)C (acetone), CN(C)C=O (DMF). The product is COC(CN(CC(=O)OC)C1=CC(=CC(=C1)OCCCCCCCCCCCCOC1=CC=CC=C1)OCCOCCOCCOCC)=O (N-[3-[2-[2-(2-Ethoxyethoxy)ethoxy]ethoxy]-5-[(12-phenoxydodecyl)oxy]phenyl]-N-(2-methoxy-2-oxoethyl)glycine methyl ester). The yield is 74.0%. Reaction SMILES: [CH3:1][O:2][C:3](=[O:38])[CH2:4][N:5]([C:11]1[CH:16]=[C:15]([O:17][CH2:18][CH2:19][CH2:20][CH2:21][CH2:22][CH2:23][CH2:24][CH2:25][CH2:26][CH2:27][CH2:28][CH2:29][O:30][C:31]2[CH:36]=[CH:35][CH:34]=[CH:33][CH:32]=2)[CH:14]=[C:13]([OH:37])[CH:12]=1)[CH2:6][C:7]([O:9][CH3:10])=[O:8].[CH2:39]([O:41][CH2:42][CH2:43][O:44][CH2:45][CH2:46][O:47][CH2:48][CH2:49]Br)[CH3:40].C(=O)([O-])[O-].[K+].[K+].[I-].[Na+].COC(=O)CN(C1C=CC(OCCCCCCCCCCCCOC2C=CC=CC=2)=C(OCCOCCOCCOCC)C=1)CC(OC)=O>CC(C)=O.CN(C=O)C>[CH3:1][O:2][C:3](=[O:38])[CH2:4][N:5]([C:11]1[CH:16]=[C:15]([O:17][CH2:18][CH2:19][CH2:20][CH2:21][CH2:22][CH2:23][CH2:24][CH2:25][CH2:26][CH2:27][CH2:28][CH2:29][O:30][C:31]2[CH:36]=[CH:35][CH:34]=[CH:33][CH:32]=2)[CH:14]=[C:13]([O:37][CH2:49][CH2:48][O:47][CH2:46][CH2:45][O:44][CH2:43][CH2:42][O:41][CH2:39][CH3:40])[CH:12]=1)[CH2:6][C:7]([O:9][CH3:10])=[O:8] |f:2.3.4,5.6|. Procedure details: A mixture of 1.2 g (2.27 mmol) of N-[3-hydroxy-5[(12-phenoxydodecyl)oxy]phenyl]-N-(2-methoxy-2-oxoethyl)glycine methyl ester, 2.73 g (11.37 mmol) of 2-[2-(2-ethoxyethoxy)ethoxy]ethyl bromide, 0.94 g (6.8 mmol) of potassium carbonate and 1.0 g (6.8 mmol) of sodium iodide in 40 ml of acetone and 20 ml of DMF was stirred at reflux under argon for 64 hours. After the usual workup the product was purified by HPLC using 40% ethyl acetate-hexane to give 1.16 g (74% yield), mp<24°, of N-[3-[2-[2-(2-etho... Reactants: C1(=CC=CC=C1)P(C1=CC=CC=C1)C1=CC=CC=C1 (triphenylphosphine), BrN1C(CCC1=O)=O (N-bromosuccinimide), S1C=C(C2=C1C=CC=C2)CCCO (3-(3-benzothienyl)-1-propanol). Run in C(Cl)Cl (methylene chloride). Product: BrCCCC1=CSC2=C1C=CC=C2 (3-(3-bromopropyl)benzothiophene). Isolated yield 84.6%. As a reaction SMILES: [S:1]1[C:5]2[CH:6]=[CH:7][CH:8]=[CH:9][C:4]=2[C:3]([CH2:10][CH2:11][CH2:12]O)=[CH:2]1.C1(P(C2C=CC=CC=2)C2C=CC=CC=2)C=CC=CC=1.[Br:33]N1C(=O)CCC1=O>C(Cl)Cl>[Br:33][CH2:12][CH2:11][CH2:10][C:3]1[C:4]2[CH:9]=[CH:8][CH:7]=[CH:6][C:5]=2[S:1][CH:2]=1. Procedure details: Compound 80-3 (1.46 g) was dissolved in methylene chloride (20 ml), triphenylphosphine (2.19 g) and N-bromosuccinimide (1.49 g) were added under ice-cooling, and the mixture was stirred under ice-cooling for 3 hr. The reaction mixture was washed with water and saturated brine, and dried over anhydrous magnesium sulfate. The solvent was evaporated under reduced pressure. Diethyl ether (100 ml) was added, and the precipitated triphenylphosphine oxide was filtered off. The concentrate of the filtra... Starting materials: [BH4-], CCO, Cl, CC(C=O)=Cc1ccc(F)cc1, [Na+], O. The product is CC(=Cc1ccc(F)cc1)CO. As a reaction SMILES: [BH4-:13].[CH3:16][CH2:17][OH:18].[ClH:15].[F:1][c:2]1[cH:3][cH:4][c:5]([CH:8]=[C:9]([CH:10]=[O:11])[CH3:12])[cH:6][cH:7]1.[Na+:14].[OH2:19]>>[F:1][c:2]1[cH:3][cH:4][c:5]([CH:8]=[C:9]([CH2:10][OH:11])[CH3:12])[cH:6][cH:7]1. Starting materials: C(C1=CC=CC=C1)(=O)CC(=O)OC (methyl benzoylacetate), stainless steel. Run in CO (methanol). Reaction conditions: temperature 50 celsius, time 14 hour. Yields the product C1(=CC=CC=C1)C(CC(=O)OC)O (methyl 3-phenyl-3-hydroxypropionate). RXN SMILES: [C:1]([CH2:9][C:10]([O:12][CH3:13])=[O:11])(=[O:8])[C:2]1[CH:7]=[CH:6][CH:5]=[CH:4][CH:3]=1>CO>[C:2]1([CH:1]([OH:8])[CH2:9][C:10]([O:12][CH3:13])=[O:11])[CH:7]=[CH:6][CH:5]=[CH:4][CH:3]=1. Procedure details: A2.3 mg (0.0014 mmol) portion of the thus obtained complex, 0.5 g (2.8 mmol) of methyl benzoylacetate and 2 ml of methanol were put into a stainless steel autoclave and stirred at 50° C. for 14 hours under a hydrogen pressure of 30 atm to obtain optically active methyl 3-phenyl-3-hydroxypropionate. When measured by HPLC, the conversion ratio was 100% and its optical purity was 96.5% ee.